This data is from the Open Reaction Database (ORD), a public repository of structured organic reaction records. The task is: describe an organic reaction: reactants, conditions, products, and yield The reactants are C(C1=CC=CC=C1)N1C(CC(C1)C1(CCC1)NC(=O)OC(C)(C)C)=O (1-benzyl-4-(1-tert-butoxycarbonylaminocyclobutyl)-2-pyrrolidone), FC(C(=O)O)(F)F (trifluoroacetic acid). Conditions: time 1 hour. Yields the product FC(C(=O)O)(F)F.NC1(CCC1)C1CC(N(C1)CC1=CC=CC=C1)=O (4-(1-Aminocyclobutyl)-1-benzyl-2-pyrrolidone trifluoroacetate). RXN SMILES: [CH2:1]([N:8]1[CH2:12][CH:11]([C:13]2([NH:17]C(OC(C)(C)C)=O)[CH2:16][CH2:15][CH2:14]2)[CH2:10][C:9]1=[O:25])[C:2]1[CH:7]=[CH:6][CH:5]=[CH:4][CH:3]=1.[F:26][C:27]([F:32])([F:31])[C:28]([OH:30])=[O:29]>>[F:26][C:27]([F:32])([F:31])[C:28]([OH:30])=[O:29].[NH2:17][C:13]1([CH:11]2[CH2:12][N:8]([CH2:1][C:2]3[CH:7]=[CH:6][CH:5]=[CH:4][CH:3]=3)[C:9](=[O:25])[CH2:10]2)[CH2:16][CH2:15][CH2:14]1 |f:2.3|. Procedure: To 5.65 g (16.40 mmol) of 1-benzyl-4-(1-tert-butoxycarbonylaminocyclobutyl)-2-pyrrolidone cooled in an ice bath was added dropwise 50.0 ml of trifluoroacetic acid, followed by 1 hour of stirring at room temperature. Excess reagent was evaporated, and the resulting residue was mixed with toluene and subjected to azeotropic heating to yield the title compound quantitatively as a pale yellow oily substance. The reactants are CC=1SC(=C(N1)CC)C(=O)O (2-methyl-4ethylthiazole-5carboxylic acid), CN(C=O)C (N,N-dimethylformamide), C(=O)(Cl)Cl (phosgene). Run in C1(=CC=CC=C1)C (toluene). Yields the product CC=1SC(=C(N1)CC)C(=O)Cl (2-methyl-4-ethylthiazole-5-carboxylic acid chloride). RXN SMILES: [CH3:1][C:2]1[S:3][C:4]([C:9]([OH:11])=O)=[C:5]([CH2:7][CH3:8])[N:6]=1.CN(C)C=O.C(Cl)([Cl:19])=O>C1(C)C=CC=CC=1>[CH3:1][C:2]1[S:3][C:4]([C:9]([Cl:19])=[O:11])=[C:5]([CH2:7][CH3:8])[N:6]=1. Reported procedure: In a similar apparatus to Example 1, 18.8 g (0.11 mole) of 2-methyl-4ethylthiazole-5carboxylic acid were suspended in 150 ml of toluene, followed by the addition of 0.1 g of N,N-dimethylformamide. Under heating and reflux, phosgene was blown at a rate of 1.5 l/hr for 4 hours (0.27 mole). After completion of the reaction, the reaction mixture was filtered and the filtrate was concentrated to obtain 20.3 g of 2-methyl-4-ethylthiazole-5-carboxylic acid chloride. Its purity and yield were 98.0% and ...